This data is from the Open Reaction Database (ORD), a public repository of structured organic reaction records. The task is: describe an organic reaction: reactants, conditions, products, and yield Yields the product FC(C=1C=C(C=C(C1)C(F)(F)F)[C@@H]1[C@@H](N(C(O1)=O)CC1=C(C=CC(=C1)C(F)(F)F)C=1C=C(C(=CC1F)F)C1=C(C=C(C=C1)C(=O)O)C)C)(F)F (2″-({(4S,5R)-5-[3,5-bis(trifluoromethyl)phenyl]-4-methyl-2-oxo-1,3-oxazolidin-3-yl}methyl)-4′,6′-difluoro-2-methyl-4″-(trifluoromethyl)-1,1′:3′,1″-terphenyl-4-carboxylic Acid). Starting materials: FC(C=1C=C(C=C(C1)C(F)(F)F)[C@@H]1[C@@H](N(C(O1)=O)CC1=C(C=CC(=C1)C(F)(F)F)C=1C=C(C(=CC1F)F)C1=C(C=C(C=C1)C(=O)OC)C)C)(F)F (methyl 2″-({(4S,5R)-5-[3,5-bis(trifluoromethyl)phenyl]-4-methyl-2-oxo-1,3-oxazolidin-3-yl}methyl)-4′,6′-difluoro-2-methyl-4″-(trifluoromethyl)-1,1′:3′,1″-terphenyl-4-carboxylate), O.[OH-].[Li+] (lithium hydroxide monohydrate), O (water). As a reaction SMILES: [F:1][C:2]([F:51])([F:50])[C:3]1[CH:4]=[C:5]([C@H:13]2[O:17][C:16](=[O:18])[N:15]([CH2:19][C:20]3[CH:25]=[C:24]([C:26]([F:29])([F:28])[F:27])[CH:23]=[CH:22][C:21]=3[C:30]3[CH:31]=[C:32]([C:38]4[CH:43]=[CH:42][C:41]([C:44]([O:46]C)=[O:45])=[CH:40][C:39]=4[CH3:48])[C:33]([F:37])=[CH:34][C:35]=3[F:36])[C@H:14]2[CH3:49])[CH:6]=[C:7]([C:9]([F:12])([F:11])[F:10])[CH:8]=1.O.[OH-].[Li+].O>O1CCOCC1>[F:51][C:2]([F:1])([F:50])[C:3]1[CH:4]=[C:5]([C@H:13]2[O:17][C:16](=[O:18])[N:15]([CH2:19][C:20]3[CH:25]=[C:24]([C:26]([F:27])([F:28])[F:29])[CH:23]=[CH:22][C:21]=3[C:30]3[CH:31]=[C:32]([C:38]4[CH:43]=[CH:42][C:41]([C:44]([OH:46])=[O:45])=[CH:40][C:39]=4[CH3:48])[C:33]([F:37])=[CH:34][C:35]=3[F:36])[C@H:14]2[CH3:49])[CH:6]=[C:7]([C:9]([F:12])([F:11])[F:10])[CH:8]=1 |f:1.2.3|. Reported procedure: methyl 2″-({(4S,5R)-5-[3,5-bis(trifluoromethyl)phenyl]-4-methyl-2-oxo-1,3-oxazolidin-3-yl}methyl)-4′,6′-difluoro-2-methyl-4″-(trifluoromethyl)-1,1′:3′,1″-terphenyl-4-carboxylate (73.5 mg, 0.10 mmol), lithium hydroxide monohydrate (42 mg, 1 mmol), water (1 mL) and 1,4-dioxane (2 mL) were stirred at room temperature for 2 hrs. Volatiles were removed under reduced pressure. Pot residue was dissolved in a MeCN/1N HCl (aq) mixture and purified by reverse-phase prep-HPLC (Kromasil 100-5C18, 100×21.1 m... Run in O1CCOCC1 (1,4-dioxane). Reactants: [Br-], COc1cccc([Mg+])c1, C1CC2OC2C1, [Cu]I, C1CCOC1. Product: COc1cccc(C2CCCC2O)c1. Reaction SMILES: [Br-:1].[CH3:2][O:3][c:4]1[cH:5][c:6]([Mg+:10])[cH:7][cH:8][cH:9]1.[CH:11]12[CH:12]([CH2:13][CH2:14][CH2:15]1)[O:16]2.[Cu:22][I:23].[O:17]1[CH2:18][CH2:19][CH2:20][CH2:21]1>>[CH3:2][O:3][c:4]1[cH:5][c:6]([CH:11]2[CH:12]([OH:16])[CH2:13][CH2:14][CH2:15]2)[cH:7][cH:8][cH:9]1. Starting materials: O=C(O)c1c(-c2cccc(F)c2)ccnc1Cl, C1CCOC1, O=S(Cl)Cl. The product is OCc1c(-c2cccc(F)c2)ccnc1Cl. RXN SMILES: [Cl:1][c:2]1[c:3]([C:4](=[O:5])[OH:6])[c:7](-[c:11]2[cH:12][c:13]([F:17])[cH:14][cH:15][cH:16]2)[cH:8][cH:9][n:10]1.[O:22]1[CH2:23][CH2:24][CH2:25][CH2:26]1.[S:18]([Cl:19])([Cl:20])=[O:21]>>[Cl:1][c:2]1[c:3]([CH2:4][OH:5])[c:7](-[c:11]2[cH:12][c:13]([F:17])[cH:14][cH:15][cH:16]2)[cH:8][cH:9][n:10]1. Starting materials: CC=1N=CC(=NC1)CN (C-(5-Methyl-pyrazin-2-yl)-methylamine), C(#N)C=1C=C(OC2=C(C(=O)O)C=CC=N2)C=CC1 (2-(3-Cyano-phenoxy)-nicotinic acid), S(=O)(Cl)Cl (thionyl chloride). Run in N1=CC=CC=C1 (pyridine). Run at time 3 hour. Product: C(#N)C=1C=C(OC2=C(C(=O)NCC3=NC=C(N=C3)C)C=CC=N2)C=CC1 (2-(3-Cyano-phenoxy)-N-(5-methyl-pyrazin-2-ylmethyl)-nicotinamide). RXN SMILES: [C:1]([C:3]1[CH:4]=[C:5]([CH:16]=[CH:17][CH:18]=1)[O:6][C:7]1[N:15]=[CH:14][CH:13]=[CH:12][C:8]=1[C:9]([OH:11])=O)#[N:2].S(Cl)(Cl)=O.[CH3:23][C:24]1[N:25]=[CH:26][C:27]([CH2:30][NH2:31])=[N:28][CH:29]=1>N1C=CC=CC=1>[C:1]([C:3]1[CH:4]=[C:5]([CH:16]=[CH:17][CH:18]=1)[O:6][C:7]1[N:15]=[CH:14][CH:13]=[CH:12][C:8]=1[C:9]([NH:31][CH2:30][C:27]1[CH:26]=[N:25][C:24]([CH3:23])=[CH:29][N:28]=1)=[O:11])#[N:2]. Procedure: A solution of 2-(3-Cyano-phenoxy)-nicotinic acid (0.0067 grams, 0.03 mmole) in thionyl chloride (500 μl, 6.9 mmole) was stirred at room temperature for 3 hours and concentrated under reduced pressure to give a white solid. To the residue was added pyridine (300 μl) and C-(5-Methyl-pyrazin-2-yl)-methylamine (0.0038 grams, 0.03 mmole). The mixture stood at room temperature for 3 hours and then was concentrated under reduced pressure to white solid. (0.0093 g); Anal. calcd. for C19H15N5O2: C, 66.08... Reactants: BrC=1SC(=NN1)OC1=CC=C(C=C1)OC(C)C (2-bromo-5-(4-isopropoxyphenoxy)-1,3,4-thiadiazole), C(CCC)[Sn](C=1SC=CC1)(CCCC)CCCC (2-tributylstannylthiophene). Run in COCCOC (DME). Conditions: temperature 25 celsius. Product: C(C)(C)OC1=CC=C(OC=2SC(=NN2)C=2SC=CC2)C=C1 (2-(4-isopropoxyphenoxy)-5-thien-2-yl-1,3,4-thiadiazole). Yield: 195.5%. Reaction SMILES: Br[C:2]1[S:3][C:4]([O:7][C:8]2[CH:13]=[CH:12][C:11]([O:14][CH:15]([CH3:17])[CH3:16])=[CH:10][CH:9]=2)=[N:5][N:6]=1.C([Sn](CCCC)(CCCC)[C:23]1[S:24][CH:25]=[CH:26][CH:27]=1)CCC>COCCOC>[CH:15]([O:14][C:11]1[CH:12]=[CH:13][C:8]([O:7][C:4]2[S:3][C:2]([C:23]3[S:24][CH:25]=[CH:26][CH:27]=3)=[N:6][N:5]=2)=[CH:9][CH:10]=1)([CH3:17])[CH3:16]. Reported procedure: A solution of Example 24C (0.58 g, 1835 mmol) and 2-tributylstannylthiophene (0.816 ml, 2.57 mmol) in DME (15 mL) was degassed by bubbling nitrogen into the reaction mixture via a 20-gauge needle for 10 minutes. PdCl2(PPh3)2 was added and the reaction was heated at reflux under a nitrogen atmosphere for 20 hours. The reaction was cooled to 25° C. and concentrated under reduced pressure on a rotary evaporator to provide 1.6 g of a golden oil. The concentrate was purified by flash chromatography o... Starting materials: CCC(=O)NCCC1CCc2cc(Br)c3c(c21)C=CCO3, CCO. The product is CCC(=O)NCCC1CCc2cc(Br)c3c(c21)CCCO3. RXN SMILES: [Br:1][c:2]1[cH:3][c:4]2[c:5]([c:6]3[c:11]1[O:10][CH2:9][CH:8]=[CH:7]3)[CH:12]([CH2:15][CH2:16][NH:17][C:18]([CH2:19][CH3:20])=[O:21])[CH2:13][CH2:14]2.[CH3:22][CH2:23][OH:24]>>[Br:1][c:2]1[cH:3][c:4]2[c:5]([c:6]3[c:11]1[O:10][CH2:9][CH2:8][CH2:7]3)[CH:12]([CH2:15][CH2:16][NH:17][C:18]([CH2:19][CH3:20])=[O:21])[CH2:13][CH2:14]2. Starting materials: S(=O)(Cl)Cl (thionyl chloride), CN(C=O)C (N,N-dimethylformamide), ClC=1C=CC(=C(C(=O)O)C1)[N+](=O)[O-] (5-chloro-2-nitrobenzoic acid). Run in C1(=CC=CC=C1)C (toluene). Run at time 16 hour. Product: ClC=1C=CC(=C(C(=O)Cl)C1)[N+](=O)[O-] (5-Chloro-2-nitrobenzoyl chloride), solution. As a reaction SMILES: S(Cl)([Cl:3])=O.CN(C)C=O.[Cl:10][C:11]1[CH:12]=[CH:13][C:14]([N+:20]([O-:22])=[O:21])=[C:15]([CH:19]=1)[C:16](O)=[O:17]>C1(C)C=CC=CC=1>[Cl:10][C:11]1[CH:12]=[CH:13][C:14]([N+:20]([O-:22])=[O:21])=[C:15]([CH:19]=1)[C:16]([Cl:3])=[O:17]. Procedure details: A mixture of thionyl chloride (7.25 mL, 99.5 mmol) and N,N-dimethylformamide is added to a mixture of 5-chloro-2-nitrobenzoic acid in toluene. The reaction mixture is heated to and held at 80° C. for 16 hours, cooled to room temperature, concentrated in vacuo, diluted with toluene, concentrated in vacuo and diluted with toluene to obtain the title product as a 1 molar solution in toluene. Starting materials: CC(=O)[O-], CC(=O)O, O=Cc1cc(F)cc(Cl)c1, C[N+](=O)[O-], [NH4+], [Na+], [OH-]. Product: O=[N+]([O-])C=Cc1cc(F)cc(Cl)c1. Reaction SMILES: [CH3:16][C:17](=[O:18])[O-:19].[CH3:20][C:21](=[O:22])[OH:23].[Cl:1][c:2]1[cH:3][c:4]([CH:5]=[O:6])[cH:7][c:8]([F:10])[cH:9]1.[N+:11](=[O:12])([O-:13])[CH3:14].[NH4+:15].[Na+:25].[OH-:24]>>[Cl:1][c:2]1[cH:3][c:4]([CH:5]=[CH:14][N+:11](=[O:12])[O-:13])[cH:7][c:8]([F:10])[cH:9]1.